From a dataset of the Open Reaction Database (ORD), a public repository of structured organic reaction records. describe an organic reaction: reactants, conditions, products, and yield Starting materials: C(C1=CC=CC=C1)N[C@@H]1[C@@H](CN(CC1)C1=CC(=C(C=C1)[N+](=O)[O-])OC)F ((3R,4S)—N-benzyl-3-fluoro-1-(3-methoxy-4-nitrophenyl)piperidin-4-amine), C(C1=CC=CC=C1)N[C@@H]1[C@@H](CN(CC1)C1=CC(=C(C=C1)[N+](=O)[O-])OC)F ((3R,4S)—N-benzyl-3-fluoro-1-(3-methoxy-4-nitrophenyl)piperidin-4-amine), C(C)O (Ethanol). The reagents and catalysts are [Pd] (Pd/C). Solvent: C(C)(=O)OCC (ethyl acetate). Conditions: time 2 hour. The product is NC1=C(C=C(C=C1)N1C[C@H]([C@H](CC1)N)F)OC ((3R,4S)-1-(4-amino-3-methoxyphenyl)-3-fluoropiperidin-4-amine). The yield is 90.0%. Reaction SMILES: C(O)C.C([NH:11][C@H:12]1[CH2:17][CH2:16][N:15]([C:18]2[CH:23]=[CH:22][C:21]([N+:24]([O-])=O)=[C:20]([O:27][CH3:28])[CH:19]=2)[CH2:14][C@H:13]1[F:29])C1C=CC=CC=1>[Pd].C(OCC)(=O)C>[NH2:24][C:21]1[CH:22]=[CH:23][C:18]([N:15]2[CH2:16][CH2:17][C@H:12]([NH2:11])[C@H:13]([F:29])[CH2:14]2)=[CH:19][C:20]=1[O:27][CH3:28]. Reported procedure: Ethanol (15 ml) and ethyl acetate (3.00 ml) were added to a flask charged with (3R,4S)—N-benzyl-3-fluoro-1-(3-methoxy-4-nitrophenyl)piperidin-4-amine (INTERMEDIATE 47) (1.4 g, 3.90 mmol) and Pd/C (0.415 g, 0.39 mmol). The flask was degassed and filled with H2. The reaction was stirred at RT for 2 h under hydrogen balloon. The reaction mixture was filtered through a pad of Celite® and the filtrate was concentrated under reduced pressure to give the title product (0.840 g, 90%). Yield: 82.7%. Run at time 3.5 hour. Reported procedure: 1.26 g of (3S)-2-[(2S)-3-benzoylthio-2-methylpropionyl]-1,2,3,4-tetrahydroisoquinoline-3-carboxylic acid dicyclohexylamine salt are suspended in a mixture of 15 ml of 10 % aqueous ammonia and 5 ml of methanol. The mixture is stirred at room temperature for 3.5 hours in nitrogen gas atmosphere. The reaction mixture is condensed to dryness under reduced pressure, and a mixture of ether and n-hexane is added thereto. Crystalline precipitates are collected by filtration, washed with ether and recrys... Reactants: CCOCC (ether), CCCCCC (n-hexane), C1(CCCCC1)NC1CCCCC1.C(C1=CC=CC=C1)(=O)SC[C@H](C(=O)N1CC2=CC=CC=C2C[C@H]1C(=O)O)C ((3S)-2-[(2S)-3-benzoylthio-2-methylpropionyl]-1,2,3,4-tetrahydroisoquinoline-3-carboxylic acid dicyclohexylamine salt). Run in N (ammonia), CO (methanol). As a reaction SMILES: [CH:1]1([NH:7][CH:8]2[CH2:13][CH2:12][CH2:11][CH2:10][CH2:9]2)[CH2:6][CH2:5][CH2:4][CH2:3][CH2:2]1.C(SC[C@@H](C)C(N1[C@H](C(O)=O)CC2C(=CC=CC=2)C1)=O)(=O)C1C=CC=CC=1.CCOCC.CCCCCC>N.CO>[CH:8]1([NH:7][CH:1]2[CH2:2][CH2:3][CH2:4][CH2:5][CH2:6]2)[CH2:9][CH2:10][CH2:11][CH2:12][CH2:13]1 |f:0.1|. The product is C1(CCCCC1)NC1CCCCC1 (dicyclohexylamine). The reactants are CC(C)=O, CI, O=C(O)C(=O)c1c[nH]c2ccc(F)cc12, [K+], [OH-], O. The product is Cn1cc(C(=O)C(=O)O)c2cc(F)ccc21. As a reaction SMILES: [CH3:19][C:20](=[O:21])[CH3:22].[CH3:23][I:24].[F:3][c:4]1[cH:5][c:6]2[c:7]([C:13]([C:14](=[O:15])[OH:16])=[O:17])[cH:8][nH:9][c:10]2[cH:11][cH:12]1.[K+:2].[OH-:1].[OH2:18]>>[F:3][c:4]1[cH:5][c:6]2[c:7]([C:13]([C:14](=[O:15])[OH:16])=[O:17])[cH:8][n:9]([CH3:19])[c:10]2[cH:11][cH:12]1.